From a dataset of the Open Reaction Database (ORD), a public repository of structured organic reaction records. describe an organic reaction: reactants, conditions, products, and yield Reactants: O=C([O-])[O-], CN(C)C=O, [Cs+], [Cs+], O=[N+]([O-])c1cccc(S(=O)(=O)OCC2CO2)c1, CC(=O)Nc1ccccc1O. Product: CC(=O)Nc1ccccc1OCC1CO1. As a reaction SMILES: [C:29](=[O:30])([O-:31])[O-:32].[CH3:35][N:36]([CH3:37])[CH:38]=[O:39].[Cs+:33].[Cs+:34].[O:12]1[CH:13]([CH2:15][O:16][S:17]([c:18]2[cH:19][cH:20][cH:21][c:22]([N+:23]([O-:24])=[O:25])[cH:26]2)(=[O:27])=[O:28])[CH2:14]1.[OH:1][c:2]1[c:3]([NH:8][C:9]([CH3:10])=[O:11])[cH:4][cH:5][cH:6][cH:7]1>>[O:1]([c:2]1[c:3]([NH:8][C:9]([CH3:10])=[O:11])[cH:4][cH:5][cH:6][cH:7]1)[CH2:15][CH:13]1[O:12][CH2:14]1. Reactants: OC[C@H](O)[C@@H](O)[C@H](O)[C@H](O)CO (sorbitol), S(O)(O)(=O)=O (sulfuric acid), O (water). Run in C1(=CC=CC=C1)C (toluene). Product: C1C([C@@H](C(O1)C(CO)O)O)O (sorbitan). Reaction SMILES: [OH:1][CH2:2][C@@H:3]([C@H:5]([C@@H:7]([C@@H:9]([CH2:11][OH:12])[OH:10])[OH:8])O)[OH:4].S(=O)(=O)(O)O.O>C1(C)C=CC=CC=1>[CH2:11]1[O:12][CH:5]([CH:3]([OH:4])[CH2:2][OH:1])[C@@H:7]([OH:8])[CH:9]1[OH:10]. Procedure: 364 g sorbitol (2 moles), 600 ml toluene and 1 g concentrated sulfuric acid were placed into the equipment described above. The reaction mixture was heated to reflux temperature and 40 ml water (2.2 moles) was collected by azeotropic distillation within 6 hours. The toluene phase was decanted and the sorbitan formed was dissolved in 300 ml DMSO and placed into the reactor together with 3 ml 50% sodium hydroxide. Reactants: COC1OC(CC1)OC (2,5-dimethoxy-tetrahydrofuran), NC1=NC(=CC=C1)C(=O)OC (2-amino-6-methoxy carbonyl-pyridine). Procedure details: 6.3 ml of 2,5-dimethoxy-tetrahydrofuran were added with stirring at room temperature to a solution of 7 g of the product of Step C in 17.5 ml of acetic acid and was refluxed for one hour. Acetic acid was evaporated under reduced pressure and the oil residue was chromatographed over silica gel. Elution with methylene chloride yielded 3.7 g of 2-(pyrrol-1-yl)-6-methoxy carbonyl-pyridine melting at 61° C. Product: N1(C=CC=C1)C1=NC(=CC=C1)C(=O)OC (2-(pyrrol-1-yl)-6-methoxy carbonyl-pyridine). Solvent: C(C)(=O)O (acetic acid). As a reaction SMILES: CO[CH:3]1[CH2:7][CH2:6][CH:5](OC)O1.[NH2:10][C:11]1[CH:16]=[CH:15][CH:14]=[C:13]([C:17]([O:19][CH3:20])=[O:18])[N:12]=1>C(O)(=O)C>[N:10]1([C:11]2[CH:16]=[CH:15][CH:14]=[C:13]([C:17]([O:19][CH3:20])=[O:18])[N:12]=2)[CH:3]=[CH:7][CH:6]=[CH:5]1. Starting materials: C[C@H]1N(C(OC1)=O)CC1=CC=C(C(=O)O)C=C1 ((R)-4-(4-methyl-2-oxooxazolidin-3-ylmethyl)benzoic acid), C1(CC1)C=1C=C(C(=NC1)N1CCNCC1)C (1-(5-cyclopropyl-3-methylpyridin-2-yl)piperazine). The product is C1(CC1)C=1C=C(C(=NC1)N1CCN(CC1)C(=O)C1=CC=C(CN2C(OC[C@H]2C)=O)C=C1)C ((R)-3-{4-[4-(5-cyclopropyl-3-methylpyridin-2-yl)piperazine-1-carbonyl]benzyl}-4-methyloxazolidin-2-one). Isolated yield 34.9%. As a reaction SMILES: [CH3:1][C@@H:2]1[CH2:6][O:5][C:4](=[O:7])[N:3]1[CH2:8][C:9]1[CH:17]=[CH:16][C:12]([C:13]([OH:15])=O)=[CH:11][CH:10]=1.[CH:18]1([C:21]2[CH:22]=[C:23]([CH3:33])[C:24]([N:27]3[CH2:32][CH2:31][NH:30][CH2:29][CH2:28]3)=[N:25][CH:26]=2)[CH2:20][CH2:19]1>>[CH:18]1([C:21]2[CH:22]=[C:23]([CH3:33])[C:24]([N:27]3[CH2:28][CH2:29][N:30]([C:13]([C:12]4[CH:11]=[CH:10][C:9]([CH2:8][N:3]5[C@H:2]([CH3:1])[CH2:6][O:5][C:4]5=[O:7])=[CH:17][CH:16]=4)=[O:15])[CH2:31][CH2:32]3)=[N:25][CH:26]=2)[CH2:20][CH2:19]1. Reported procedure: Using (R)-4-(4-methyl-2-oxooxazolidin-3-ylmethyl)benzoic acid (141 mg) described in Preparation Example 64 and 1-(5-cyclopropyl-3-methylpyridin-2-yl)piperazine (156 mg) described in Preparation Example 83 and by the reaction and treatment in the same manner as in Example 87, the title compound (91 mg) was obtained. Reactants: CCOC(=O)C(=O)N(CC(C)C)C1CC(C(=O)N2CCOCC2)CN(C(=O)OC(C)(C)C)C1, CCO, Cl, [Na+], [OH-]. Product: CC(C)CN(C(=O)C(=O)O)C1CC(C(=O)N2CCOCC2)CN(C(=O)OC(C)(C)C)C1. Reaction SMILES: [CH2:1]([CH3:2])[O:3][C:4]([C:5](=[O:6])[N:7]([CH:8]1[CH2:9][N:10]([C:22](=[O:23])[O:24][C:25]([CH3:26])([CH3:27])[CH3:28])[CH2:11][CH:12]([C:14](=[O:15])[N:16]2[CH2:17][CH2:18][O:19][CH2:20][CH2:21]2)[CH2:13]1)[CH2:29][CH:30]([CH3:31])[CH3:32])=[O:33].[CH3:37][CH2:38][OH:39].[ClH:36].[Na+:35].[OH-:34]>>[O:3]=[C:4]([C:5](=[O:6])[N:7]([CH:8]1[CH2:9][N:10]([C:22](=[O:23])[O:24][C:25]([CH3:26])([CH3:27])[CH3:28])[CH2:11][CH:12]([C:14](=[O:15])[N:16]2[CH2:17][CH2:18][O:19][CH2:20][CH2:21]2)[CH2:13]1)[CH2:29][CH:30]([CH3:31])[CH3:32])[OH:33]. The reactants are CCC(C)COc1nc(N)c2nc(OC)n(C3CCCCO3)c2n1, CCOCC, CO, O=C(O)C(F)(F)F. The product is CCC(C)COc1nc(N)c2nc(OC)[nH]c2n1, O=C(O)C(F)(F)F. RXN SMILES: [CH3:1][CH:2]([CH2:3][O:4][c:5]1[n:6][c:7]([NH2:22])[c:8]2[n:9][c:10]([O:20][CH3:21])[n:11]([CH:14]3[CH2:15][CH2:16][CH2:17][CH2:18][O:19]3)[c:12]2[n:13]1)[CH2:23][CH3:24].[CH3:32][CH2:33][O:34][CH2:35][CH3:36].[CH3:37][OH:38].[F:25][C:26]([C:27](=[O:28])[OH:29])([F:30])[F:31]>>[CH3:1][CH:2]([CH2:3][O:4][c:5]1[n:6][c:7]([NH2:22])[c:8]2[n:9][c:10]([O:20][CH3:21])[nH:11][c:12]2[n:13]1)[CH2:23][CH3:24].[F:25][C:26]([C:27](=[O:28])[OH:29])([F:30])[F:31]. Starting materials: O (water), [N+](=O)([O-])C1=C2C(NNC(C2=CC=C1)=O)=O (5-nitro-2,3-dihydrophthalazine-1,4-dione), [N+](=O)([O-])C1=C2C(NNC(C2=CC=C1)=O)=O (5-nitro-2,3-dihydrophthalazine-1,4-dione). Run in C(C)(=O)O (acetic acid). The product is [N+](=O)([O-])C1=C2C(C(=O)OC2=O)=CC=C1 (3-nitrophthalic acid anhydride), O.NN (hydrazine hydrate). As a reaction SMILES: [N+:1]([C:4]1[CH:13]=[CH:12][CH:11]=[C:10]2[C:5]=1[C:6](=[O:15])[NH:7][NH:8][C:9]2=[O:14])([O-:3])=[O:2].[OH2:16]>C(O)(=O)C>[N+:1]([C:4]1[CH:13]=[CH:12][CH:11]=[C:10]2[C:9]([O:16][C:6](=[O:15])[C:5]=12)=[O:14])([O-:3])=[O:2].[OH2:2].[NH2:7][NH2:8] |f:4.5|. Procedure: where M is Li, Na, K wherein 5-nitro-2,3-dihydrophthalazine-1,4-dione is solved in water solution of MOH, where M has the above mentioned meaning, with forming solution of 5-nitro-2,3-dihydrophthalazine-1,4-dione alkaline salt which is catalytically transformed in 5-amino-2,3-dihydrophthalazine-1,4-dione salt at the temperature of 40-90° C. by means of hydrogen under the pressure of 1-4 MPa at the presence of a transition metal catalyst (Pt, Pd) on active carbon, and separation of 5-amino-2,3-di... Starting materials: COC1=CC=C(C(=O)NC=2C(=CC=CC2)NC(=O)C2CCNCC2)C=C1 (N1-(4-methoxybenzoyl)-N2-(piperidin-4-ylcarbonyl)-1,2-benzenediamine), N1=CC(=CC=C1)C=O (3-pyridinecarboxaldehyde). Product: COC1=CC=C(C(=O)NC=2C(=CC=CC2)NC(=O)C2CCN(CC2)CC=2C=NC=CC2)C=C1 (N1-(4-Methoxybenzoyl)-N2-[1-(3-pyridylmethyl)piperidin-4-ylcarbonyl]-1,2-benzenediamine). Reaction SMILES: [CH3:1][O:2][C:3]1[CH:26]=[CH:25][C:6]([C:7]([NH:9][C:10]2[C:11]([NH:16][C:17]([CH:19]3[CH2:24][CH2:23][NH:22][CH2:21][CH2:20]3)=[O:18])=[CH:12][CH:13]=[CH:14][CH:15]=2)=[O:8])=[CH:5][CH:4]=1.[N:27]1[CH:32]=[CH:31][CH:30]=[C:29]([CH:33]=O)[CH:28]=1>>[CH3:1][O:2][C:3]1[CH:4]=[CH:5][C:6]([C:7]([NH:9][C:10]2[C:11]([NH:16][C:17]([CH:19]3[CH2:20][CH2:21][N:22]([CH2:33][C:29]4[CH:28]=[N:27][CH:32]=[CH:31][CH:30]=4)[CH2:23][CH2:24]3)=[O:18])=[CH:12][CH:13]=[CH:14][CH:15]=2)=[O:8])=[CH:25][CH:26]=1. Reported procedure: Using the general procedure described in Example 3, N1-(4-methoxybenzoyl)-N2-(piperidin-4-ylcarbonyl)-1,2-benzenediamine (0.070 mmol) was reacted with 3-pyridinecarboxaldehyde to provide 47 mg of the title product as the free base. Treatment with hydrochloric acid and concentration in vacuo yielded the salt of the title compound.